Task: describe an organic reaction: reactants, conditions, products, and yield. Dataset: the Open Reaction Database (ORD), a public repository of structured organic reaction records Starting materials: C(C1=CC=CC=C1)OC1=CC=C(C=C1)C[C@@H](C(=O)O)O ((S)-3-(4-Benzyloxy-phenyl)-2-hydroxy-propionic acid), COC(C)(C)OC (2,2-dimethoxypropane), C1(=CC=C(C=C1)S(=O)(=O)[O-])C.[NH+]1=CC=CC=C1 (pyridinium p-toluene sulfonate). Run in C(Cl)(Cl)Cl (chloroform), O (water). The product is C(C1=CC=CC=C1)OC1=CC=C(C[C@H]2C(OC(O2)(C)C)=O)C=C1 ((S)-5-(4-benzyloxy-benzyl)-2,2-dimethyl-[1,3]dioxolan-4-one). The yield is 87.7%. As a reaction SMILES: [CH2:1]([O:8][C:9]1[CH:14]=[CH:13][C:12]([CH2:15][C@H:16]([OH:20])[C:17]([OH:19])=[O:18])=[CH:11][CH:10]=1)[C:2]1[CH:7]=[CH:6][CH:5]=[CH:4][CH:3]=1.CO[C:23](OC)([CH3:25])[CH3:24].C1(C)C=CC(S([O-])(=O)=O)=CC=1.[NH+]1C=CC=CC=1>C(Cl)(Cl)Cl.O>[CH2:1]([O:8][C:9]1[CH:14]=[CH:13][C:12]([CH2:15][C@@H:16]2[O:20][C:23]([CH3:25])([CH3:24])[O:18][C:17]2=[O:19])=[CH:11][CH:10]=1)[C:2]1[CH:7]=[CH:6][CH:5]=[CH:4][CH:3]=1 |f:2.3|. Procedure: (S)-3-(4-Benzyloxy-phenyl)-2-hydroxy-propionic acid (2.0 g, 7.34 mmol), 2,2-dimethoxypropane (18.63 g, 0.179 mol) and pyridinium p-toluene sulfonate (0.92 g, 3.66 mmol) in chloroform (80 mL) was heated to reflux for 40 minutes under N2. The mixture was cooled, diluted with water, and extracted with CH2Cl2. The organic layer was dried (Na2SO4) and concentrated in vacuo to give crude product that was purified by flash chromatography using 10:1 hexanes:acetone to afford the title compound (2.01 g, ...